From a dataset of the Open Reaction Database (ORD), a public repository of structured organic reaction records. describe an organic reaction: reactants, conditions, products, and yield The reactants are C([O-])([O-])=O.[Na+].[Na+] (sodium carbonate), FC(C(=O)O)(F)F (Trifluoroacetic acid), FC1=CC=C(C(=O)N(C2CCN(CC2)C(C)C)CC2=C(C=CC(=C2)C2=CC3=C(N(N=N3)C(C3=CC=CC=C3)(C3=CC=CC=C3)C3=CC=CC=C3)C=C2)F)C=C1 (4-fluoro-N-[2-fluoro-5-(1-trityl-1H-benzotriazol-5-yl)-benzyl]-N-(1-isopropyl-piperidin-4-yl)-benzamide), FC(C(=O)O)(F)F (TFA). Run in ClCCl (dichloromethane). Run at time 3 hour. Product: N1N=NC2=C1C=CC(=C2)C=2C=CC(=C(CN(C(C1=CC=C(C=C1)F)=O)C1CCN(CC1)C(C)C)C2)F (N-[5-(1H-Benzotriazol-5-yl)-2-fluoro-benzyl]-4-fluoro-N-(1-isopropyl-piperidin-4-yl)-benzamide). Isolated yield 55.3%. As a reaction SMILES: FC(F)(F)C(O)=O.[F:8][C:9]1[CH:62]=[CH:61][C:12]([C:13]([N:15]([CH2:25][C:26]2[CH:31]=[C:30]([C:32]3[CH:59]=[CH:58][C:35]4[N:36](C(C5C=CC=CC=5)(C5C=CC=CC=5)C5C=CC=CC=5)[N:37]=[N:38][C:34]=4[CH:33]=3)[CH:29]=[CH:28][C:27]=2[F:60])[CH:16]2[CH2:21][CH2:20][N:19]([CH:22]([CH3:24])[CH3:23])[CH2:18][CH2:17]2)=[O:14])=[CH:11][CH:10]=1.C(=O)([O-])[O-].[Na+].[Na+]>ClCCl>[NH:36]1[C:35]2[CH:58]=[CH:59][C:32]([C:30]3[CH:29]=[CH:28][C:27]([F:60])=[C:26]([CH:31]=3)[CH2:25][N:15]([CH:16]3[CH2:21][CH2:20][N:19]([CH:22]([CH3:23])[CH3:24])[CH2:18][CH2:17]3)[C:13](=[O:14])[C:12]3[CH:11]=[CH:10][C:9]([F:8])=[CH:62][CH:61]=3)=[CH:33][C:34]=2[N:38]=[N:37]1 |f:2.3.4|. Reported procedure: Trifluoroacetic acid (TFA, 0.25 mL) was added to a solution of 4-fluoro-N-[2-fluoro-5-(1-trityl-1H-benzotriazol-5-yl)-benzyl]-N-(1-isopropyl-piperidin-4-yl)-benzamide (18 mg, 0.024 mmol) in 1 mL of dichloromethane and the resulting mixture stirred at ambient temperature for 3 h, when an additional 0.5 mL of TFA was added. This was stirred overnight and then the mixture was neutralized by the careful addition of 1M sodium carbonate. The layers were separated, the aqueous phase was extracted with ... Reactants: ClC1=NC2=CC(=CC=C2C(=C1)Cl)OC (2,4-dichloro-7-methoxy-quinoline), C(C)(C)NC1=NNC=C1 (isopropyl-(1H-pyrazol-3-yl)-amine). The solvent is ClCCl (dichloromethane). Run at temperature 115 celsius. The product is ClC1=CC(=NC2=CC(=CC=C12)OC)N1N=C(C=C1)NC(C)C ([1-(4-chloro-7-methoxy-quinolin-2-yl)-1H-pyrazol-3-yl]-isopropyl-amine). The yield is 82.1%. RXN SMILES: Cl[C:2]1[CH:11]=[C:10]([Cl:12])[C:9]2[C:4](=[CH:5][C:6]([O:13][CH3:14])=[CH:7][CH:8]=2)[N:3]=1.[CH:15]([NH:18][C:19]1[CH:23]=[CH:22][NH:21][N:20]=1)([CH3:17])[CH3:16]>ClCCl>[Cl:12][C:10]1[C:9]2[C:4](=[CH:5][C:6]([O:13][CH3:14])=[CH:7][CH:8]=2)[N:3]=[C:2]([N:21]2[CH:22]=[CH:23][C:19]([NH:18][CH:15]([CH3:17])[CH3:16])=[N:20]2)[CH:11]=1. Procedure: A mixture of 2,4-dichloro-7-methoxy-quinoline (1.34 g, 5.88 mmol) and isopropyl-(1H-pyrazol-3-yl)-amine (1.10 g, 8.80 mmol) was heated at 115° C. for 3 h while stirring in a sealed tube. After ˜20 min. of heating, the pressure built up in the tube was released by using a needle. The mixture was then dissolved in dichloromethane and loaded onto a silica gel column. Elution with dichloromethane and methanol afforded [1-(4-chloro-7-methoxy-quinolin-2-yl)-1H-pyrazol-3-yl]-isopropyl-amine (1.53 g, 82... Starting materials: C1=CC=CC=C1 (PhH), C[Si](C)(C)C=[N+]=[N-] ((trimethylsilyl)diazomethane), FC1=C2C=CNC2=C(C=C1)C(=O)O (4-fluoro-7-carboxyindole). Solvent: CO (MeOH). Conditions: time 30 minute. Product: FC1=C2C=CNC2=C(C=C1)C(=O)OC (methyl (4-fluoro)indole-7-carboxylate), two. The yield is 83.0%. RXN SMILES: [F:1][C:2]1[CH:10]=[CH:9][C:8]([C:11]([OH:13])=[O:12])=[C:7]2[C:3]=1[CH:4]=[CH:5][NH:6]2.[CH:14]1C=CC=CC=1.C[Si](C=[N+]=[N-])(C)C>CO>[F:1][C:2]1[CH:10]=[CH:9][C:8]([C:11]([O:13][CH3:14])=[O:12])=[C:7]2[C:3]=1[CH:4]=[CH:5][NH:6]2. Procedure: To a suspension of 4-fluoro-7-carboxyindole in a mixture of MeOH (18 ml)/PhH (62 ml) was added (trimethylsilyl)diazomethane (8.8 ml, 17.6 mmol, 2 M in hexane). The resulting mixture was stirred at room temperature for 30 min., quenched with excess acetic acid and evaporated in vacuo. The crude oily material was purified by flash chromatography using a gradient elution (Hexane to 10% EtOAc/Hexane) to afford methyl (4-fluoro)indole-7-carboxylate as a white solid (1.04 g, 83% two steps) Reaction SMILES: [H-].[Al+3].[Li+].[H-].[H-].[H-].O1CCCC1.[Cl:12][C:13]1[CH:18]=[CH:17][C:16]([C:19]2[N:20]=[C:21]([N:29]3[CH:33]=[CH:32][N:31]=[C:30]3[CH3:34])[O:22][C:23]=2[CH2:24][CH2:25][C:26](O)=[O:27])=[CH:15][CH:14]=1.O>C(OCC)C>[Cl:12][C:13]1[CH:14]=[CH:15][C:16]([C:19]2[N:20]=[C:21]([N:29]3[CH:33]=[CH:32][N:31]=[C:30]3[CH3:34])[O:22][C:23]=2[CH2:24][CH2:25][CH2:26][OH:27])=[CH:17][CH:18]=1 |f:0.1.2.3.4.5|. Run in C(C)OCC (Diethyl ether). Reactants: [H-].[Al+3].[Li+].[H-].[H-].[H-] (Lithium aluminium hydride), O1CCCC1 (tetrahydrofuran), ClC1=CC=C(C=C1)C=1N=C(OC1CCC(=O)O)N1C(=NC=C1)C (4-(4-chlorophenyl)-2-(2-methyl-1-imidazolyl)-5-oxazolepropionic acid), O (water). Procedure details: Lithium aluminium hydride (185 mg) was gradually added to a tetrahydrofuran (20 ml) solution of 4-(4-chlorophenyl)-2-(2-methyl-1-imidazolyl)-5-oxazolepropionic acid (1.47 g) at room temperature. After the mixture was stirred for 1 hour, water (2 ml) was added to the reaction mixture with cooling with ice, and stirred for further 30 minutes. Diethyl ether (50 ml) was added to the reaction mixture, which was then dried (MgSO4), and the insoluble substances were removed by filtration. The resulting... Reaction conditions: time 1 hour. Isolated yield 30.9%. Yields the product ClC1=CC=C(C=C1)C=1N=C(OC1CCCO)N1C(=NC=C1)C (4-(4-chlorophenyl)-2-(2-methyl-1-imidazolyl)-5-oxazolepropanol).